describe an organic reaction: reactants, conditions, products, and yield From a dataset of the Open Reaction Database (ORD), a public repository of structured organic reaction records. The reactants are CC(C)(C)OC(=O)N1CCNCC1, O=C([O-])[O-], CN(C)C=O, Clc1nc(-c2ccccc2)cs1, [K+], [K+], O. Product: CC(C)(C)OC(=O)N1CCN(c2nc(-c3ccccc3)cs2)CC1. Reaction SMILES: [C:13]([CH3:14])([CH3:15])([CH3:16])[O:17][C:18](=[O:19])[N:20]1[CH2:21][CH2:22][NH:23][CH2:24][CH2:25]1.[C:26](=[O:27])([O-:28])[O-:29].[CH3:33][N:34]([CH3:35])[CH:36]=[O:37].[Cl:1][c:2]1[s:3][cH:4][c:5](-[c:7]2[cH:8][cH:9][cH:10][cH:11][cH:12]2)[n:6]1.[K+:30].[K+:31].[OH2:32]>>[c:2]1([N:23]2[CH2:22][CH2:21][N:20]([C:18]([O:17][C:13]([CH3:14])([CH3:15])[CH3:16])=[O:19])[CH2:25][CH2:24]2)[s:3][cH:4][c:5](-[c:7]2[cH:8][cH:9][cH:10][cH:11][cH:12]2)[n:6]1. Reactants: CC(=O)O[BH-](OC(C)=O)OC(C)=O, O=C([O-])O, CC(=O)O, ClC(Cl)Cl, ClCCl, [Na+], [Na+], CC(C)(C)OC(=O)N(Cc1ccc2c(c1)OCCO2)C1CCNCC1, O=CCn1c(=O)cnc2cccnc21. Yields the product CC(C)(C)OC(=O)N(Cc1ccc2c(c1)OCCO2)C1CCN(CCn2c(=O)cnc3cccnc32)CC1. As a reaction SMILES: [C:40]([O:41][BH-:42]([O:43][C:44](=[O:45])[CH3:46])[O:47][C:48](=[O:49])[CH3:50])(=[O:51])[CH3:52].[C:54](=[O:55])([O-:56])[OH:57].[CH3:62][C:63](=[O:64])[OH:65].[CH:66]([Cl:67])([Cl:68])[Cl:69].[Cl:59][CH2:60][Cl:61].[Na+:53].[Na+:58].[O:15]1[CH2:16][CH2:17][O:18][c:19]2[c:20]1[cH:21][cH:22][c:23]([CH2:25][N:26]([C:27]([O:28][C:29]([CH3:30])([CH3:31])[CH3:32])=[O:33])[CH:34]1[CH2:35][CH2:36][NH:37][CH2:38][CH2:39]1)[cH:24]2.[O:1]=[c:2]1[cH:3][n:4][c:5]2[c:6]([n:7]1[CH2:8][CH:9]=[O:10])[n:11][cH:12][cH:13][cH:14]2>>[O:1]=[c:2]1[cH:3][n:4][c:5]2[c:6]([n:7]1[CH2:8][CH2:9][N:37]1[CH2:36][CH2:35][CH:34]([N:26]([CH2:25][c:23]3[cH:22][cH:21][c:20]4[c:19]([cH:24]3)[O:18][CH2:17][CH2:16][O:15]4)[C:27]([O:28][C:29]([CH3:30])([CH3:31])[CH3:32])=[O:33])[CH2:39][CH2:38]1)[n:11][cH:12][cH:13][cH:14]2. The reactants are ClC1=CC=C2C(=C(NC2=C1)C(=O)N(C)OC)[N+](=O)[O-] (6-Chloro-2-(N-methoxy-N-methylamino)carbonyl-3-nitroindole), [Cl-].[NH4+] (ammonium chloride), BrC1=NC=CC=C1 (2-bromopyridine), [Li]CCCC (n-BuLi), C([O-])(O)=O.[Na+] (sodium bicarbonate). Run in C1CCOC1 (THF), C(C)OCC (diethyl ether). Conditions: time 30 minute. Product: ClC1=CC=C2C(=C(NC2=C1)C(=O)C1=NC=CC=C1)[N+](=O)[O-] (6-Chloro-3-nitro-2-(pyridine-2-carbonyl)indole). The yield is 42.9%. As a reaction SMILES: Br[C:2]1[CH:7]=[CH:6][CH:5]=[CH:4][N:3]=1.[Li]CCCC.[Cl:13][C:14]1[CH:22]=[C:21]2[C:17]([C:18]([N+:29]([O-:31])=[O:30])=[C:19]([C:23](N(OC)C)=[O:24])[NH:20]2)=[CH:16][CH:15]=1.[Cl-].[NH4+].C(=O)(O)[O-].[Na+]>C(OCC)C.C1COCC1>[Cl:13][C:14]1[CH:22]=[C:21]2[C:17]([C:18]([N+:29]([O-:31])=[O:30])=[C:19]([C:23]([C:2]3[CH:7]=[CH:6][CH:5]=[CH:4][N:3]=3)=[O:24])[NH:20]2)=[CH:16][CH:15]=1 |f:3.4,5.6|. Reported procedure: To a solution of 2-bromopyridine (548 mg, 3.47 mmol) in diethyl ether (8 ml) cooled to −70° C. was added dropwise 1.66 M n-BuLi (2.1 ml in hexane). After stirring for 30 min, a solution of 6-chloro-2-(N-methoxy-N-methylamino)carbonyl-3-nitroindole (step 2, 328 mg, 1.16 mmol) in THF (8 ml) was added. The mixture was allowed to warm to ambient temperature and stirring continued for 5 h. Saturated ammonium chloride (20 ml) was then added and the mixture basified with saturated sodium bicarbonate (5...